Dataset: the Open Reaction Database (ORD), a public repository of structured organic reaction records. Task: describe an organic reaction: reactants, conditions, products, and yield Reactants: C(=O)C1=CC=CC=2C(C(=C(OC21)C2=CC=CC=C2)C)=O (8-formyl-3-methyl-4-oxo-2-phenyl-4H-1-benzopyran), C(O)CN (ethanolamine), C(#N)[BH3-].[Na+] (sodium cyanoborohydride). Reagents/catalysts: [Cl-].[Zn+2].[Cl-] (zinc chloride). Solvent: CO (methanol), CO (methanol). The product is OCCNCC1=CC=CC=2C(C(=C(OC21)C2=CC=CC=C2)C)=O (8-[N-(2-hydroxyethyl)-aminomethyl]-3-methyl-4-oxo-2-phenyl-4H-1-benzopyran). Isolated yield 78.6%. As a reaction SMILES: C([BH3-])#N.[Na+].[CH:5]([C:7]1[C:16]2[O:15][C:14]([C:17]3[CH:22]=[CH:21][CH:20]=[CH:19][CH:18]=3)=[C:13]([CH3:23])[C:12](=[O:24])[C:11]=2[CH:10]=[CH:9][CH:8]=1)=O.[CH2:25]([CH2:27][NH2:28])[OH:26]>CO.[Cl-].[Zn+2].[Cl-]>[OH:26][CH2:25][CH2:27][NH:28][CH2:5][C:7]1[C:16]2[O:15][C:14]([C:17]3[CH:22]=[CH:21][CH:20]=[CH:19][CH:18]=3)=[C:13]([CH3:23])[C:12](=[O:24])[C:11]=2[CH:10]=[CH:9][CH:8]=1 |f:0.1,5.6.7|. Procedure details: A solution of 2.38 g of anhydrous zinc chloride and 2.30 g of sodium cyanoborohydride in 71 ml of anhydrous methanol was added dropwise under stirring to a mixture of 9.24 g of 8-formyl-3-methyl-4-oxo-2-phenyl-4H-1-benzopyran and 9.12 g of ethanolamine in 90 ml of anhydrous methanol. Stirring was continued at 20°-25° C. for 5 hours, before removal of the solvent in vacuo. 250 ml of water was added to the residue, and the insoluble matter was collected by suction filtration and washed with water.... Reactants: COc1cc(N2CCN(C(C)C)CC2)ccc1N, C[O-], CO, CCCCCC, COc1ccc(-c2nc3ccccn3c2-c2ccnc(Cl)n2)cc1C(=O)Nc1c(F)cccc1F, ClCCl, Cl, [Na+], C1COCCO1, OCC(F)(F)F. The product is COc1cc(N2CCN(C(C)C)CC2)ccc1Nc1nccc(-c2c(-c3ccc(OC)c(C(=O)Nc4c(F)cccc4F)c3)nc3ccccn23)n1. Reaction SMILES: [CH3:36][CH:37]([CH3:38])[N:39]1[CH2:40][CH2:41][N:42]([c:45]2[cH:46][c:47]([O:52][CH3:53])[c:48]([NH2:49])[cH:50][cH:51]2)[CH2:43][CH2:44]1.[CH3:61][O-:62].[CH3:70][OH:71].[CH3:75][CH2:76][CH2:77][CH2:78][CH2:79][CH3:80].[Cl:1][c:2]1[n:3][cH:4][cH:5][c:6](-[c:8]2[c:9](-[c:17]3[cH:18][cH:19][c:20]([O:34][CH3:35])[c:21]([C:22](=[O:23])[NH:24][c:25]4[c:26]([F:32])[cH:27][cH:28][cH:29][c:30]4[F:31])[cH:33]3)[n:10][c:11]3[n:12]2[cH:13][cH:14][cH:15][cH:16]3)[n:7]1.[Cl:72][CH2:73][Cl:74].[ClH:54].[Na+:63].[O:55]1[CH2:56][CH2:57][O:58][CH2:59][CH2:60]1.[OH:64][CH2:65][C:66]([F:67])([F:68])[F:69]>>[c:2]1([NH:49][c:48]2[c:47]([O:52][CH3:53])[cH:46][c:45]([N:42]3[CH2:41][CH2:40][N:39]([CH:37]([CH3:36])[CH3:38])[CH2:44][CH2:43]3)[cH:51][cH:50]2)[n:3][cH:4][cH:5][c:6](-[c:8]2[c:9](-[c:17]3[cH:18][cH:19][c:20]([O:34][CH3:35])[c:21]([C:22](=[O:23])[NH:24][c:25]4[c:26]([F:32])[cH:27][cH:28][cH:29][c:30]4[F:31])[cH:33]3)[n:10][c:11]3[n:12]2[cH:13][cH:14][cH:15][cH:16]3)[n:7]1.